Dataset: the Open Reaction Database (ORD), a public repository of structured organic reaction records. Task: describe an organic reaction: reactants, conditions, products, and yield Starting materials: CC(C)O, NCc1ccccc1, C[Si](C)(C)O[Si](C)(CCCOCC1CO1)O[Si](C)(C)C. Product: C[Si](C)(C)O[Si](C)(CCCOCC(O)CNCc1ccccc1)O[Si](C)(C)C. Reaction SMILES: [CH:29]([OH:30])([CH3:31])[CH3:32].[NH2:21][CH2:22][c:23]1[cH:24][cH:25][cH:26][cH:27][cH:28]1.[O:1]1[CH:2]([CH2:3][O:4][CH2:5][CH2:6][CH2:7][Si:8]([O:9][Si:10]([CH3:11])([CH3:12])[CH3:13])([O:14][Si:15]([CH3:16])([CH3:17])[CH3:18])[CH3:19])[CH2:20]1>>[OH:1][CH:2]([CH2:3][O:4][CH2:5][CH2:6][CH2:7][Si:8]([O:9][Si:10]([CH3:11])([CH3:12])[CH3:13])([O:14][Si:15]([CH3:16])([CH3:17])[CH3:18])[CH3:19])[CH2:20][NH:21][CH2:22][c:23]1[cH:24][cH:25][cH:26][cH:27][cH:28]1. Reactants: C(C1=CC=CC=C1)N(CCC(=O)OCC)C(C(=O)OCC)C(=O)OCC (diethyl N-benzyl-N-(2-ethoxycarbonylethyl)-amino-malonate), Example 1 ( a ). Reagents/catalysts: [Pd] (palladium-on-charcoal). The solvent is C(C)O (ethanol). Run at time 5.5 hour. Product: C(C)OC(=O)CCNC(C(=O)OCC)C(=O)OCC (diethyl N-(2-ethoxycarbonylethyl)-amino-malonate). Isolated yield 89.0%. As a reaction SMILES: C([N:8]([CH:16]([C:22]([O:24][CH2:25][CH3:26])=[O:23])[C:17]([O:19][CH2:20][CH3:21])=[O:18])[CH2:9][CH2:10][C:11]([O:13][CH2:14][CH3:15])=[O:12])C1C=CC=CC=1>[Pd].C(O)C>[CH2:14]([O:13][C:11]([CH2:10][CH2:9][NH:8][CH:16]([C:17]([O:19][CH2:20][CH3:21])=[O:18])[C:22]([O:24][CH2:25][CH3:26])=[O:23])=[O:12])[CH3:15]. Reported procedure: 55 g. (0.15 moles) of diethyl N-benzyl-N-(2-ethoxycarbonylethyl)-amino-malonate prepared according to Example 1 (a) are dissolved in 400 ml. of ethanol and subjected to hydrogenation in the presence of 22 g. of palladium-on-charcoal. Hydrogenation is carried out at 40° to 50° C. for 3 hours and at room temperature for 5 to 6 hours. After filtering off the catalyst the solution is evaporated in vacuo. 37 g. (89%) of diethyl N-(2-ethoxycarbonylethyl)-amino-malonate are obtained. By crystallization...